This data is from the Open Reaction Database (ORD), a public repository of structured organic reaction records. The task is: describe an organic reaction: reactants, conditions, products, and yield The reactants are FC(CCC(CC(=O)OCC)=O)(C(F)(F)F)F (ethyl 6,6,7,7,7-pentafluoro-3-oxoheptanoate), ICCCCCCC=C (8-iodo-1-octene), [O-]CCCC (butoxide). Run in C1CCOC1 (THF), C1CCOC1 (THF), [K] (potassium). Conditions: time 30 minute. Yields the product FC(CCC(=O)C(C(=O)OCC)CCCCCCC=C)(C(F)(F)F)F (ethyl 2-(4,4,5,5,5-pentafluoro-1-oxopentyl)-9-decenoate). Reaction SMILES: [F:1][C:2]([F:17])([C:13]([F:16])([F:15])[F:14])[CH2:3][CH2:4][C:5](=[O:12])[CH2:6][C:7]([O:9][CH2:10][CH3:11])=[O:8].[O-]CCCC.I[CH2:24][CH2:25][CH2:26][CH2:27][CH2:28][CH2:29][CH:30]=[CH2:31]>C1COCC1.[K]>[F:1][C:2]([F:17])([C:13]([F:14])([F:15])[F:16])[CH2:3][CH2:4][C:5]([CH:6]([CH2:31][CH2:30][CH2:29][CH2:28][CH2:27][CH2:26][CH:25]=[CH2:24])[C:7]([O:9][CH2:10][CH3:11])=[O:8])=[O:12] |^1:36|. Procedure details: To a stirred solution of ethyl 6,6,7,7,7-pentafluoro-3-oxoheptanoate (262 mg, 1 mmol) in anhydrous THF (4 ml), potassium tret-butoxide (112 mg, 1 mmol) was added as a solid and the mixture was stirred at room temperature for 30 min. Then to a solution of 8-iodo-1-octene (357 mg, 1.5 mmol) in anhydrous THF (1 ml) was added and the mixture was stirred at room temperature continued for 3 days. The mixture was concentrated, diluted with diethyl ether, washed with water, brine, dried over anhydrous s... Starting materials: CS(C)=O, Clc1ccc(Cl)nn1, [H-], Cc1cc(O)c(C)cc1N, [Na+], O. Product: Cc1cc(Oc2ccc(Cl)nn2)c(C)cc1N. Reaction SMILES: [CH3:22][S:23](=[O:24])[CH3:25].[Cl:3][c:4]1[n:5][n:6][c:7]([Cl:10])[cH:8][cH:9]1.[H-:1].[NH2:11][c:12]1[cH:13][c:14]([CH3:20])[c:15]([OH:19])[cH:16][c:17]1[CH3:18].[Na+:2].[OH2:21]>>[Cl:3][c:4]1[n:5][n:6][c:7]([O:19][c:15]2[c:14]([CH3:20])[cH:13][c:12]([NH2:11])[c:17]([CH3:18])[cH:16]2)[cH:8][cH:9]1. The reactants are NC1=NC(=NC=C1C(=O)C1=C(C=CC(=C1)F)OC)NC1CCNCC1 ([4-amino-2-(piperidin-4-ylamino)-pyrimidin-5-yl]-(5-fluoro-2-methoxy-phenyl)-methanone), ClCCCCS(=O)(=O)Cl (4-chloro-butane-1-sulfonyl chloride). Yields the product NC1=NC(=NC=C1C(=O)C1=C(C=CC(=C1)F)OC)NC1CCN(CC1)S(=O)(=O)CCCCCl ([4-Amino-2-[1-(4-chloro-butane-1-sulfonyl)-piperidin-4-ylamino]-pyrimidin-5-yl]-(5-fluoro-2-methoxy-phenyl)-methanone). Reaction SMILES: [NH2:1][C:2]1[C:7]([C:8]([C:10]2[CH:15]=[C:14]([F:16])[CH:13]=[CH:12][C:11]=2[O:17][CH3:18])=[O:9])=[CH:6][N:5]=[C:4]([NH:19][CH:20]2[CH2:25][CH2:24][NH:23][CH2:22][CH2:21]2)[N:3]=1.[Cl:26][CH2:27][CH2:28][CH2:29][CH2:30][S:31](Cl)(=[O:33])=[O:32]>>[NH2:1][C:2]1[C:7]([C:8]([C:10]2[CH:15]=[C:14]([F:16])[CH:13]=[CH:12][C:11]=2[O:17][CH3:18])=[O:9])=[CH:6][N:5]=[C:4]([NH:19][CH:20]2[CH2:21][CH2:22][N:23]([S:31]([CH2:30][CH2:29][CH2:28][CH2:27][Cl:26])(=[O:33])=[O:32])[CH2:24][CH2:25]2)[N:3]=1. Procedure details: The compound was prepared from [4-amino-2-(piperidin-4-ylamino)-pyrimidin-5-yl]-(5-fluoro-2-methoxy-phenyl)-methanone (Example 59) and 4-chloro-butane-1-sulfonyl chloride (Example 254) in an analogous manner as described in Example 177. HR-MS (ES, m/z) calculated for C21H27N5O4SFCI [(M+H)+] 500.1532, observed 500.1529.